The task is: describe an organic reaction: reactants, conditions, products, and yield. This data is from the Open Reaction Database (ORD), a public repository of structured organic reaction records. Starting materials: C(C)(=O)N1CC(C(CC1)=O)C (racemic 1-acetyl-3-methyl-piperidin-4-one), Cl.C[C@@H]1COCC[C@@H]1N (racemic cis 3-methyl-tetrahydro-pyran-4-ylamine hydrochloride). As a reaction SMILES: [C:1]([N:4]1[CH2:9][CH2:8][C:7](=O)[CH:6]([CH3:11])[CH2:5]1)(=[O:3])[CH3:2].Cl.C[C@H]1[C@@H]([NH2:20])CCOC1>>[NH2:20][C@H:7]1[CH2:8][CH2:9][N:4]([C:1](=[O:3])[CH3:2])[CH2:5][C@H:6]1[CH3:11] |f:1.2|. Yields the product N[C@@H]1[C@@H](CN(CC1)C(C)=O)C (Racemic cis 1-(4-amino-3-methyl-piperidin-1-yl)-ethanone). Reported procedure: Racemic cis 1-(4-amino-3-methyl-piperidin-1-yl)-ethanone was prepared in the same manner from racemic 1-acetyl-3-methyl-piperidin-4-one. In this instance, 1 atm H2 was used instead of 55 psi, and the HCl treatment was omitted.